This data is from the Open Reaction Database (ORD), a public repository of structured organic reaction records. The task is: describe an organic reaction: reactants, conditions, products, and yield Reactants: ClC1=C(C=C(OCC(C)=O)C=C1)[N+](=O)[O-] (1-(4-chloro-3-nitrophenoxy)-2-propanone). Reagents/catalysts: [Ni] (Raney nickel). Solvent: O1CCOCC1 (dioxane). Yields the product NC=1C=C(OCC(C)=O)C=CC1Cl (1-(3-amino-4-chlorophenoxy)-2-propanone). As a reaction SMILES: [Cl:1][C:2]1[CH:12]=[CH:11][C:5]([O:6][CH2:7][C:8](=[O:10])[CH3:9])=[CH:4][C:3]=1[N+:13]([O-])=O>[Ni].O1CCOCC1>[NH2:13][C:3]1[CH:4]=[C:5]([CH:11]=[CH:12][C:2]=1[Cl:1])[O:6][CH2:7][C:8](=[O:10])[CH3:9]. Procedure: A mixture of 23.8 g (0.104 mole) of 1-(4-chloro-3-nitrophenoxy)-2-propanone, 2 g of Raney nickel and 240 ml of dioxane is hydrogenated at normal pressure and room temperature. After 20 hours (hydrogen absorption: 103%), the whole is filtered with suction over Celite, then washed with dioxane and concentrated by evaporation in vacuo. Purification of the crude product by chromatographed with petroleum ether/ether over silica gel and subsequent recrystallisation from ether/petroleum ether yields 1-... Starting materials: C(C)(C)(C)OC(CC(CCC1=CC=C(C=C1)C1=CC=CC=C1)=O)=O (5-biphenyl-4-yl-3-oxo-pentanoic acid tert-butyl ester), C(C)(C)(C)OC(CC(CCC1=CC=C(C=C1)C1=CC=CC=C1)=O)=O (5-biphenyl-4-yl-3-oxo-pentanoic acid tert-butyl ester), [H-].[Na+] (sodium hydride), CI (methyl iodide), Cl (Hydrochloric acid). The solvent is CN(C=O)C (dimethyl formamide), CN(C=O)C (dimethyl formamide). Conditions: time 2 hour. The product is C(C)(C)(C)OC(C(C(CCC1=CC=C(C=C1)C1=CC=CC=C1)=O)C)=O (5-Biphenyl-4-yl-2-methyl-3-oxo-pentanoic acid tert-butyl ester). Isolated yield 51.8%. RXN SMILES: [C:1]([O:5][C:6](=[O:24])[CH2:7][C:8](=[O:23])[CH2:9][CH2:10][C:11]1[CH:16]=[CH:15][C:14]([C:17]2[CH:22]=[CH:21][CH:20]=[CH:19][CH:18]=2)=[CH:13][CH:12]=1)([CH3:4])([CH3:3])[CH3:2].[H-].[Na+].[CH3:27]I.Cl>CN(C)C=O>[C:1]([O:5][C:6](=[O:24])[CH:7]([CH3:27])[C:8](=[O:23])[CH2:9][CH2:10][C:11]1[CH:12]=[CH:13][C:14]([C:17]2[CH:18]=[CH:19][CH:20]=[CH:21][CH:22]=2)=[CH:15][CH:16]=1)([CH3:4])([CH3:2])[CH3:3] |f:1.2|. Procedure: A solution of 5-biphenyl4-yl-3-oxo-pentanoic acid tert-butyl ester (Intermediate 2, 0.30 g, 0.93 mmol) in dimethyl formamide (1.5 mL) was added to a suspension of sodium hydride (60%; 38 mg, 0.94 mmol) in dimethyl formamide (1 mL) at 0° C. under nitrogen. After stirring for 20 minutes methyl iodide (58 μL, 0.93 mmol) was added and the reaction warmed to room temperature at which stirring was continued for 2 hours. 0.5 M Hydrochloric acid (5 mL) was added and the quenched reaction mixture extract... Reactants: O=C([O-])[O-], ClCc1ccc2ccccc2n1, Cl, [K+], [K+], CN(C)C=O, O=Cc1ccc(O)cc1. The product is O=Cc1ccc(OCc2ccc3ccccc3n2)cc1. Reaction SMILES: [C:23](=[O:24])([O-:25])[O-:26].[Cl:2][CH2:3][c:4]1[n:5][c:6]2[cH:7][cH:8][cH:9][cH:10][c:11]2[cH:12][cH:13]1.[ClH:1].[K+:27].[K+:28].[O:29]=[CH:30][N:31]([CH3:32])[CH3:33].[OH:14][c:15]1[cH:16][cH:17][c:18]([CH:19]=[O:20])[cH:21][cH:22]1>>[CH2:3]([c:4]1[n:5][c:6]2[cH:7][cH:8][cH:9][cH:10][c:11]2[cH:12][cH:13]1)[O:14][c:15]1[cH:16][cH:17][c:18]([CH:19]=[O:20])[cH:21][cH:22]1. Starting materials: FC1=CC=C2C(=CN(C2=C1)CC1=CSC=C1)C1CCNCC1 (6-fluoro-3-piperidin-4-yl-1-thiophen-3-ylmethyl-1H-indole), COC(C1=C(C=CC=C1)OCCCl)=O (2-(2-chloro-ethoxy)-benzoic acid methyl ester). Product: FC1=CC=C2C(=CN(C2=C1)CC1=CSC=C1)C1CCN(CC1)CCOC1=C(C(=O)O)C=CC=C1 (2-{2-[4-(6-fluoro-1-thiophen-3-ylmethyl-1H-indol-3-yl)-piperidin-1-yl]-ethoxy}-benzoic acid). As a reaction SMILES: [F:1][C:2]1[CH:10]=[C:9]2[C:5]([C:6]([CH:17]3[CH2:22][CH2:21][NH:20][CH2:19][CH2:18]3)=[CH:7][N:8]2[CH2:11][C:12]2[CH:16]=[CH:15][S:14][CH:13]=2)=[CH:4][CH:3]=1.C[O:24][C:25](=[O:36])[C:26]1[CH:31]=[CH:30][CH:29]=[CH:28][C:27]=1[O:32][CH2:33][CH2:34]Cl>>[F:1][C:2]1[CH:10]=[C:9]2[C:5]([C:6]([CH:17]3[CH2:22][CH2:21][N:20]([CH2:34][CH2:33][O:32][C:27]4[CH:28]=[CH:29][CH:30]=[CH:31][C:26]=4[C:25]([OH:36])=[O:24])[CH2:19][CH2:18]3)=[CH:7][N:8]2[CH2:11][C:12]2[CH:16]=[CH:15][S:14][CH:13]=2)=[CH:4][CH:3]=1. Procedure details: This compound was prepared following the procedure described in example 13 (part D) starting with 0.98 g (0.31 mmol) of 6-fluoro-3-piperidin-4-yl-1-thiophen-3-ylmethyl-1H-indole (example 108, part B) and 0.09 g (0.40 mmol) 2-(2-chloro-ethoxy)-benzoic acid methyl ester. The crude mixture was purified by HPLC-MS using a C-18 column. As a reaction SMILES: [C:1]1([CH2:7][C:8]([NH:10][C@@H:11]2[C:43](=[O:44])[N:13]3[C:14]([C:27]([O:29][CH:30]([C:37]4[CH:42]=[CH:41][CH:40]=[CH:39][CH:38]=4)[C:31]4[CH:36]=[CH:35][CH:34]=[CH:33][CH:32]=4)=[S:28])=[C:15]([C:18]4[S:19][CH:20]=[C:21]([CH2:23][C:24]([OH:26])=O)[N:22]=4)[CH2:16][S:17][C@H:12]23)=[O:9])[CH:6]=[CH:5][CH:4]=[CH:3][CH:2]=1.ON1C2C=CC=CC=2N=N1.CCN=C=NCCCN(C)C.Cl.[NH:67]1[CH2:72][CH2:71][O:70][CH2:69][CH2:68]1.C(=O)([O-])O.[Na+]>CN(C)C=O.C(OCC)(=O)C.O>[C:1]1([CH2:7][C:8]([NH:10][C@@H:11]2[C:43](=[O:44])[N:13]3[C:14]([C:27]([O:29][CH:30]([C:31]4[CH:32]=[CH:33][CH:34]=[CH:35][CH:36]=4)[C:37]4[CH:38]=[CH:39][CH:40]=[CH:41][CH:42]=4)=[S:28])=[C:15]([C:18]4[S:19][CH:20]=[C:21]([CH2:23][C:24]([N:67]5[CH2:72][CH2:71][O:70][CH2:69][CH2:68]5)=[O:26])[N:22]=4)[CH2:16][S:17][C@H:12]23)=[O:9])[CH:2]=[CH:3][CH:4]=[CH:5][CH:6]=1 |f:2.3,5.6|. Reaction conditions: time 2.5 hour. Isolated yield 26.5%. Run in CN(C=O)C (N,N-dimethylformamide), C(C)(=O)OCC (ethyl acetate), O (water). The product is C1(=CC=CC=C1)CC(=O)N[C@H]1[C@@H]2N(C(=C(CS2)C=2SC=C(N2)CC(=O)N2CCOCC2)C(=S)OC(C2=CC=CC=C2)C2=CC=CC=C2)C1=O (benzhydryl 7β-(2-phenylacetamido)-3-(4-morpholinocarbonylmethylthiazol-2-yl)thio-3-cephem-4-carboxylate). Reactants: C(O)([O-])=O.[Na+] (sodium hydrogen carbonate), C1(=CC=CC=C1)CC(=O)N[C@H]1[C@@H]2N(C(=C(CS2)C=2SC=C(N2)CC(=O)O)C(=S)OC(C2=CC=CC=C2)C2=CC=CC=C2)C1=O (benzhydryl 7β-(2-phenylacetamido)-3-(4-carboxymethylthiazol-2-yl)thio-3-cephem-4-carboxylate), ON1N=NC2=C1C=CC=C2 (1-hydroxybenzotriazole), CCN=C=NCCCN(C)C.Cl (WSC.HCl), N1CCOCC1 (morpholine). Procedure details: To a solution of benzhydryl 7β-(2-phenylacetamido)-3-(4-carboxymethylthiazol-2-yl)thio-3-cephem-4-carboxylate (500 mg) in N,N-dimethylformamide (10 ml) were added 1-hydroxybenzotriazole (123 mg), WSC.HCl (175 mg) and morpholine (79 mg) at room temperature. After stirring at room temperature for 2.5 hours, the solution was poured into a mixture of water and ethyl acetate, and adjusted to pH 7.0 with aqueous sodium hydrogen carbonate. The separated organic layer was washed with saturated sodium ch... The reactants are C#CCN(C)C, Fc1ccc(-n2ncnc2-c2cc3c(s2)-c2nc(Cl)ccc2OCC3)c(F)c1, [Cu]I, [K+], [K+], O=C([O-])[O-], CC(=O)[O-], CC(=O)[O-], CN(C)C=O, O, [Pd+2], c1ccc(P(CCCP(c2ccccc2)c2ccccc2)c2ccccc2)cc1. Product: CN(C)CC#Cc1ccc2c(n1)-c1sc(-c3ncnn3-c3ccc(F)cc3F)cc1CCO2. RXN SMILES: [CH3:29][N:30]([CH2:31][C:32]#[CH:33])[CH3:34].[Cl:1][c:2]1[cH:3][cH:4][c:5]2[c:6]([n:28]1)-[c:7]1[s:8][c:9](-[c:15]3[n:16](-[c:20]4[c:21]([F:27])[cH:22][c:23]([F:26])[cH:24][cH:25]4)[n:17][cH:18][n:19]3)[cH:10][c:11]1[CH2:12][CH2:13][O:14]2.[Cu:75][I:76].[K+:35].[K+:36].[O-:37][C:38]([O-:39])=[O:40].[O-:78][C:79]([CH3:80])=[O:81].[O-:82][C:83]([CH3:84])=[O:85].[O:70]=[CH:71][N:72]([CH3:73])[CH3:74].[OH2:86].[Pd+2:77].[c:41]1([P:42]([c:43]2[cH:44][cH:45][cH:46][cH:47][cH:48]2)[CH2:49][CH2:50][CH2:51][P:52]([c:53]2[cH:54][cH:55][cH:56][cH:57][cH:58]2)[c:59]2[cH:60][cH:61][cH:62][cH:63][cH:64]2)[cH:65][cH:66][cH:67][cH:68][cH:69]1>>[c:2]1([C:33]#[C:32][CH2:31][N:30]([CH3:29])[CH3:34])[cH:3][cH:4][c:5]2[c:6]([n:28]1)-[c:7]1[s:8][c:9](-[c:15]3[n:16](-[c:20]4[c:21]([F:27])[cH:22][c:23]([F:26])[cH:24][cH:25]4)[n:17][cH:18][n:19]3)[cH:10][c:11]1[CH2:12][CH2:13][O:14]2.